This data is from the Open Reaction Database (ORD), a public repository of structured organic reaction records. The task is: describe an organic reaction: reactants, conditions, products, and yield The reactants are Cc1cc(F)c(C(C)(C)O)c(Br)c1, CCN(C(C)C)C(C)C, COCCl, ClCCl. Product: COCOC(C)(C)c1c(F)cc(C)cc1Br. RXN SMILES: [Br:1][c:2]1[c:3]([C:10]([CH3:11])([CH3:12])[OH:13])[c:4]([F:9])[cH:5][c:6]([CH3:8])[cH:7]1.[CH:14]([N:15]([CH:16]([CH3:17])[CH3:18])[CH2:19][CH3:20])([CH3:21])[CH3:22].[Cl:23][CH2:24][O:25][CH3:26].[Cl:27][CH2:28][Cl:29]>>[Br:1][c:2]1[c:3]([C:10]([CH3:11])([CH3:12])[O:13][CH2:24][O:25][CH3:26])[c:4]([F:9])[cH:5][c:6]([CH3:8])[cH:7]1. The reactants are C(C)(C)(C)OC(=O)NC1=C(C(=O)OC)C=CC=C1[N+](=O)[O-] (methyl 2-tert-butoxycarbonylamino-3-nitrobenzoate), C([O-])([O-])=O.[K+].[K+] (potassium carbonate), CC1=CC=C(C=C1)C1=C(C#N)C=CC=C1 (2-(4-methylphenyl)benzonitrile), BrCC1(CC=C(C=C1)C1=C(C#N)C=CC=C1)CBr (2-(4,4-dibromomethylphenyl)benzonitrile). Solvent: C(C)#N (acetonitrile), C(C)#N (acetonitrile). Run at time 5 hour. Yields the product C(C)(C)(C)OC(=O)N(CC1=CC=C(C=C1)C1=C(C=CC=C1)C#N)C1=C(C(=O)OC)C=CC=C1[N+](=O)[O-] (methyl 2-[N-t-butoxycarbonyl-N-[(2′-cyanobiphenyl-4-yl)methyl]amino]-3-nitrobenzoate). Reaction SMILES: [C:1]([O:5][C:6]([NH:8][C:9]1[C:18]([N+:19]([O-:21])=[O:20])=[CH:17][CH:16]=[CH:15][C:10]=1[C:11]([O:13][CH3:14])=[O:12])=[O:7])([CH3:4])([CH3:3])[CH3:2].C(=O)([O-])[O-].[K+].[K+].[CH3:28][C:29]1[CH:34]=[CH:33][C:32]([C:35]2[CH:42]=[CH:41][CH:40]=[CH:39][C:36]=2[C:37]#[N:38])=[CH:31][CH:30]=1.BrCC1(CBr)C=CC(C2C=CC=CC=2C#N)=CC1>C(#N)C>[C:1]([O:5][C:6]([N:8]([C:9]1[C:18]([N+:19]([O-:21])=[O:20])=[CH:17][CH:16]=[CH:15][C:10]=1[C:11]([O:13][CH3:14])=[O:12])[CH2:28][C:29]1[CH:30]=[CH:31][C:32]([C:35]2[CH:42]=[CH:41][CH:40]=[CH:39][C:36]=2[C:37]#[N:38])=[CH:33][CH:34]=1)=[O:7])([CH3:4])([CH3:2])[CH3:3] |f:1.2.3|. Procedure details: 30.1 g of methyl 2-tert-butoxycarbonylamino-3-nitrobenzoate [BAN], 40.8 g of potassium carbonate and 160 ml of acetonitrile were added to the acetonitrile solution in which unreacted 2-(4-methylphenyl)benzonitrile [MPB] and 2-(4,4-dibromomethylphenyl)benzonitrile as an analogue of BMB were contaminated, and the reaction was allowed to proceed at about 82° C. for about 5 hours under stirring. After cooling to room temperature, the precipitated crystals were filtered off, and the filtrate was conc... The reactants are N (ammonia), ClC(=O)N1C2=C(NC(C3=C1C=CC=C3)=O)C=CC=N2 (11-(chlorocarbonyl)-5,11-dihydro-6H-pyrido[2,3-b][1,4]benzodiazepin-6-one), CN(CCC1NCCCC1)C (2-[2-(dimethylamino)ethyl]piperidine), C(C)#N (acetonitrile). Run in ClCCl.C1CCCCC1.CO (dichloromethane cyclohexane methanol). Yields the product CN(CCC1N(CCCC1)C(=O)N1C2=C(NC(C3=C1C=CC=C3)=O)C=CC=N2)C (5,11-Dihydro-11-[[2-[2-(dimethylamino)ethyl]-1-piperidinyl]-carbonyl]-6H-pyrido[2,3-b][1,4]benzodiazepin-6-one). The yield is 37.0%. As a reaction SMILES: Cl[C:2]([N:4]1[C:10]2[CH:11]=[CH:12][CH:13]=[CH:14][C:9]=2[C:8](=[O:15])[NH:7][C:6]2[CH:16]=[CH:17][CH:18]=[N:19][C:5]1=2)=[O:3].[CH3:20][N:21]([CH3:30])[CH2:22][CH2:23][CH:24]1[CH2:29][CH2:28][CH2:27][CH2:26][NH:25]1.C(#N)C.N>ClCCl.C1CCCCC1.CO>[CH3:30][N:21]([CH3:20])[CH2:22][CH2:23][CH:24]1[CH2:29][CH2:28][CH2:27][CH2:26][N:25]1[C:2]([N:4]1[C:10]2[CH:11]=[CH:12][CH:13]=[CH:14][C:9]=2[C:8](=[O:15])[NH:7][C:6]2[CH:16]=[CH:17][CH:18]=[N:19][C:5]1=2)=[O:3] |f:4.5.6|. Reported procedure: Prepared analogously to Example 1 from 11-(chlorocarbonyl)-5,11-dihydro-6H-pyrido[2,3-b][1,4]benzodiazepin-6-one and 2-[2-(dimethylamino)ethyl]piperidine in a yield of 37% of theory. Colourless crystals, m.p. 188°-190° C. (from acetonitrile), Rf 0.6 (Macherey-Nagel, Polygram® SIL G/UV254, pre-coated plastic sheets for TLC; eluant: dichloromethane/cyclohexane/ methanol/conc. ammonia 68/15/15/2, v/v/v/v). Starting materials: C1(CC1)N(S(=O)(=O)C1=CC(=CC=C1)C(F)(F)F)C1CCNCC1 (N-cyclopropyl-N-piperidin-4-yl-3-trifluoromethylbenzenesulfonamide), FC1=CC=C(C=C1)C(=CCC(=O)O)C1=CC=C(C=C1)F (4,4-bis(4-fluorophenyl)-but-3-enoic acid), C1(CC1)N(S(=O)(=O)C1=CC(=CC=C1)C(F)(F)F)C1CCN(CC1)C(C=CCCC)=O (N-Cyclopropyl-N-(1-hex-2-enoyl-piperidin-4-yl)-3-trifluoromethylbenzenesulfonamide). The product is C1(CC1)N(S(=O)(=O)C1=CC(=CC=C1)C(F)(F)F)C1CCN(CC1)C(CC=C(C1=CC=C(C=C1)F)C1=CC=C(C=C1)F)=O (N-Cyclopropyl-N-{1-[4,4-bis(4-fluorophenyl)-but-3-enoyl]piperidin-4-yl}-3-trifluoromethylbenzenesulfonamide). Reaction SMILES: [CH:1]1([N:4]([CH:18]2[CH2:23][CH2:22][NH:21][CH2:20][CH2:19]2)[S:5]([C:8]2[CH:13]=[CH:12][CH:11]=[C:10]([C:14]([F:17])([F:16])[F:15])[CH:9]=2)(=[O:7])=[O:6])[CH2:3][CH2:2]1.[F:24][C:25]1[CH:30]=[CH:29][C:28]([C:31]([C:37]2[CH:42]=[CH:41][C:40]([F:43])=[CH:39][CH:38]=2)=[CH:32][CH2:33][C:34](O)=[O:35])=[CH:27][CH:26]=1.C1(N(C2CCN(C(=O)C=CCCC)CC2)S(C2C=CC=C(C(F)(F)F)C=2)(=O)=O)CC1>>[CH:1]1([N:4]([CH:18]2[CH2:23][CH2:22][N:21]([C:34](=[O:35])[CH2:33][CH:32]=[C:31]([C:37]3[CH:42]=[CH:41][C:40]([F:43])=[CH:39][CH:38]=3)[C:28]3[CH:29]=[CH:30][C:25]([F:24])=[CH:26][CH:27]=3)[CH2:20][CH2:19]2)[S:5]([C:8]2[CH:13]=[CH:12][CH:11]=[C:10]([C:14]([F:17])([F:15])[F:16])[CH:9]=2)(=[O:6])=[O:7])[CH2:3][CH2:2]1. Procedure: N-Cyclopropyl-N-{1-[4,4-bis(4-fluorophenyl)-but-3-enoyl]piperidin-4-yl}-3-trifluoromethylbenzenesulfonamide (33) was prepared by reacting N-cyclopropyl-N-piperidin-4-yl-3-trifluoromethylbenzenesulfonamide with 4,4-bis(4-fluorophenyl)-but-3-enoic acid following the procedure described for the synthesis of N-cyclopropyl-N-(2-hexenoyl)piperin-4-yl-3-trifluoromethyl-benzenesulfonamide (30) in Example 19, step a. 1H NMR (CDCl3): δ 8.12 (s, 1H), 8.03 (d, 1H), 7.86 (d, 1H), 7.71 (t, 1H), 7.15 (m, 6H), ... The reactants are NC1=NC=CC(=C1)C(F)(F)F (2-amino-4-trifluoromethylpyridine), BrN1C(CCC1=O)=O (N-bromosuccinimide). Solvent: C(Cl)(Cl)Cl (chloroform). Reaction conditions: time 3 hour. Yields the product NC1=NC=C(C(=C1)C(F)(F)F)Br (2-amino-4-trifluoromethyl-5-bromopyridine). Isolated yield 58.3%. Reaction SMILES: [NH2:1][C:2]1[CH:7]=[C:6]([C:8]([F:11])([F:10])[F:9])[CH:5]=[CH:4][N:3]=1.[Br:12]N1C(=O)CCC1=O>C(Cl)(Cl)Cl>[NH2:1][C:2]1[CH:7]=[C:6]([C:8]([F:9])([F:11])[F:10])[C:5]([Br:12])=[CH:4][N:3]=1. Procedure details: 2-amino-4-trifluoromethylpyridine (5 g, 30.8 mmol, Langfang Beixin Chemical Co., Hebei) was dissolved in 100 mL of chloroform and N-bromosuccinimide (5.92 g, 33.3 mmol) was added in batches. The mixture was stirred in darkness or away from light at room temperature for 3 hours. The reaction mixture was concentrated and purified by column chromatography with gradient elution (petroleum ether: ethyl acetate=10:1 and dichloromethane), so as to give 4.33 g of red solid. Yield: 58.2%. LC-MS: 240 (M+1...